Dataset: the Open Reaction Database (ORD), a public repository of structured organic reaction records. Task: describe an organic reaction: reactants, conditions, products, and yield RXN SMILES: [CH2:3]([c:4]1[cH:5][cH:6][cH:7][cH:8][cH:9]1)[N:10]1[CH:11]2[C:12](=[O:18])[CH2:13][CH2:14][CH:15]1[CH2:16][CH2:17]2.[CH3:27][CH2:28][OH:29].[CH:19](=[O:20])[c:21]1[cH:22][cH:23][cH:24][cH:25][cH:26]1.[Na+:2].[OH-:1]>>[CH2:3]([c:4]1[cH:5][cH:6][cH:7][cH:8][cH:9]1)[N:10]1[CH:11]2[C:12](=[O:18])[C:13](=[CH:19][c:21]3[cH:22][cH:23][cH:24][cH:25][cH:26]3)[CH2:14][CH:15]1[CH2:16][CH2:17]2. Yields the product O=C1C(=Cc2ccccc2)CC2CCC1N2Cc1ccccc1. Starting materials: O=C1CCC2CCC1N2Cc1ccccc1, CCO, O=Cc1ccccc1, [Na+], [OH-].